Dataset: the Open Reaction Database (ORD), a public repository of structured organic reaction records. Task: describe an organic reaction: reactants, conditions, products, and yield The reactants are CN(C)C=O, COc1ccc(CCl)cc1, [H-], [Na+], c1c[nH]cn1. Yields the product COc1ccc(Cc2ncc[nH]2)cc1. As a reaction SMILES: [CH3:18][N:19]([CH3:20])[CH:21]=[O:22].[CH3:8][O:9][c:10]1[cH:11][cH:12][c:13]([CH2:14][Cl:15])[cH:16][cH:17]1.[H-:1].[Na+:2].[nH:3]1[cH:4][n:5][cH:6][cH:7]1>>[nH:3]1[c:4]([CH2:14][c:13]2[cH:12][cH:11][c:10]([O:9][CH3:8])[cH:17][cH:16]2)[n:5][cH:6][cH:7]1.